From a dataset of the Open Reaction Database (ORD), a public repository of structured organic reaction records. describe an organic reaction: reactants, conditions, products, and yield The reactants are C(C)(C)(C)C=1C=C(C=C(C1)C(C)(C)C)CCC=1C=C(CO)C=C(C1)CCC1=CC(=CC(=C1)C(C)(C)C)C(C)(C)C (3,5-bis[2-(3,5-di-tert-butylphenyl)ethyl)benzyl alcohol), [Cr](=O)(=O)([O-])Cl.[NH+]1=CC=CC=C1 (pyridinium chlorochromate), [K+].[Br-] (KBr), ( 2.57 ), ( 2.56 ), λmax(CH2Cl2), ( 2.93 ), ( 3.37 ). Run in ClCCl (dichloromethane). Yields the product C(C)(C)(C)C=1C=C(C=C(C1)C(C)(C)C)CCC=1C=C(C=O)C=C(C1)CCC1=CC(=CC(=C1)C(C)(C)C)C(C)(C)C (3,5-Bis[2-(3,5-di-tert-butylphenyl)ethyl)benzaldehyde). Isolated yield 99.1%. RXN SMILES: [K+].[Br-].[C:3]([C:7]1[CH:8]=[C:9]([CH2:17][CH2:18][C:19]2[CH:20]=[C:21]([CH:24]=[C:25]([CH2:27][CH2:28][C:29]3[CH:34]=[C:33]([C:35]([CH3:38])([CH3:37])[CH3:36])[CH:32]=[C:31]([C:39]([CH3:42])([CH3:41])[CH3:40])[CH:30]=3)[CH:26]=2)[CH2:22][OH:23])[CH:10]=[C:11]([C:13]([CH3:16])([CH3:15])[CH3:14])[CH:12]=1)([CH3:6])([CH3:5])[CH3:4].[Cr](Cl)([O-])(=O)=O.[NH+]1C=CC=CC=1>ClCCl>[C:35]([C:33]1[CH:34]=[C:29]([CH2:28][CH2:27][C:25]2[CH:24]=[C:21]([CH:20]=[C:19]([CH2:18][CH2:17][C:9]3[CH:10]=[C:11]([C:13]([CH3:16])([CH3:15])[CH3:14])[CH:12]=[C:7]([C:3]([CH3:6])([CH3:5])[CH3:4])[CH:8]=3)[CH:26]=2)[CH:22]=[O:23])[CH:30]=[C:31]([C:39]([CH3:40])([CH3:41])[CH3:42])[CH:32]=1)([CH3:36])([CH3:37])[CH3:38] |f:0.1,3.4|. Reported procedure: Hydroxylamine hydrochloride (77.66 g, 1.117 mol) was dissolved in N,N-dimethylformamide (216 cm3). Powdered potassium hydroxide (73.45 g, 1.309 mol) was added and the solution stirred for 10 min, evolving heat and giving a white precipitate. The suspension was filtered, the solid washed with N,N-dimethylformamide (40 cm3) and the filtrates combined and cooled to 0° C. Ethyl acetate (48.6 cm3) was added to give a stock solution which was stirred at 0° C. A suspension of 3,5-bis(3,5-di-tert-butylp... Reactants: O=C([O-])[O-], COC(=O)c1scc(Br)c1O, CC(C)=O, CI, [K+], [K+]. The product is COC(=O)c1scc(Br)c1OC. As a reaction SMILES: [C:12](=[O:13])([O-:14])[O-:15].[CH3:1][O:2][C:3](=[O:4])[c:5]1[s:6][cH:7][c:8]([Br:11])[c:9]1[OH:10].[CH3:20][C:21](=[O:22])[CH3:23].[I:18][CH3:19].[K+:16].[K+:17]>>[CH3:1][O:2][C:3](=[O:4])[c:5]1[s:6][cH:7][c:8]([Br:11])[c:9]1[O:10][CH3:12]. Starting materials: CC(=O)O, [O-]Cl, [Na+], CCOC(=O)c1cc(C(=O)OCC)[nH]n1. Yields the product CCOC(=O)c1n[nH]c(C(=O)OCC)c1Cl. As a reaction SMILES: [C:19]([OH:20])(=[O:21])[CH3:22].[Cl:1][O-:2].[Na+:3].[nH:4]1[n:5][c:6]([C:14](=[O:15])[O:16][CH2:17][CH3:18])[cH:7][c:8]1[C:9](=[O:10])[O:11][CH2:12][CH3:13]>>[Cl:1][c:7]1[c:6]([C:14](=[O:15])[O:16][CH2:17][CH3:18])[nH:5][n:4][c:8]1[C:9](=[O:10])[O:11][CH2:12][CH3:13].